Dataset: the Open Reaction Database (ORD), a public repository of structured organic reaction records. Task: describe an organic reaction: reactants, conditions, products, and yield Reactants: [OH-].[Na+] (NaOH), CC=1C=C(C=CC1OC)CCNC(CCC1=CC=C(C=C1)Cl)=O (N-[2-(3-methyl-4-methoxyphenyl)ethyl]-3-(4-chlorophenyl)propionamide), O=P12OP3(=O)OP(=O)(O1)OP(=O)(O2)O3 (phosphorous pentoxide), P(=O)(Cl)(Cl)Cl (phosphorous oxychloride). Run in C=1(C(=CC=CC1)C)C (xylene), O (water). Product: CC=1C=C2CCN=C(C2=CC1OC)CCC1=CC=C(C=C1)Cl (6-methyl-7-methoxy-1-[2-(4-chlorophenyl)ethyl]-3,4-dihydroisoquinoline). Yield: 52.3%. RXN SMILES: [CH3:1][C:2]1[CH:3]=[C:4]([CH2:10][CH2:11][NH:12][C:13](=O)[CH2:14][CH2:15][C:16]2[CH:21]=[CH:20][C:19]([Cl:22])=[CH:18][CH:17]=2)[CH:5]=[CH:6][C:7]=1[O:8][CH3:9].O=P12OP3(OP(OP(O3)(O1)=O)(=O)O2)=O.P(Cl)(Cl)(Cl)=O.[OH-].[Na+]>O.C1(C)C(C)=CC=CC=1>[CH3:1][C:2]1[CH:3]=[C:4]2[C:5](=[CH:6][C:7]=1[O:8][CH3:9])[C:13]([CH2:14][CH2:15][C:16]1[CH:21]=[CH:20][C:19]([Cl:22])=[CH:18][CH:17]=1)=[N:12][CH2:11][CH2:10]2 |f:3.4|. Procedure details: Heat a mixture of the amide from step A (10.0 g), phosphorous pentoxide (25 g), phosphorous oxychloride (15 mL) and xylene (250 mL) at reflux for 2 h. Cool the reaction mixture, slowly add water (500 mL), basify using NaOH and extract with benzene. Concentrate the benzene extract to a residue and triturate with diethyl ether to give 6-methyl-7-methoxy-1-[2-(4-chlorophenyl)ethyl]-3,4-dihydroisoquinoline (4.95 g), mp=122°-124° C. Starting materials: C[O-], CO, O=C(CNC(=O)c1cc(C(F)(F)F)ccc1F)NC1CN(C2CCC(c3ccccc3)CC2)C1, [Na+]. The product is COc1ccc(C(F)(F)F)cc1C(=O)NCC(=O)NC1CN(C2CCC(c3ccccc3)CC2)C1. RXN SMILES: [CH3:35][O-:36].[CH3:38][OH:39].[F:1][c:2]1[c:3]([C:4](=[O:5])[NH:6][CH2:7][C:8]([NH:9][CH:10]2[CH2:11][N:12]([CH:14]3[CH2:15][CH2:16][CH:17]([c:20]4[cH:21][cH:22][cH:23][cH:24][cH:25]4)[CH2:18][CH2:19]3)[CH2:13]2)=[O:26])[cH:27][c:28]([C:31]([F:32])([F:33])[F:34])[cH:29][cH:30]1.[Na+:37]>>[c:2]1([O:36][CH3:35])[c:3]([C:4](=[O:5])[NH:6][CH2:7][C:8]([NH:9][CH:10]2[CH2:11][N:12]([CH:14]3[CH2:15][CH2:16][CH:17]([c:20]4[cH:21][cH:22][cH:23][cH:24][cH:25]4)[CH2:18][CH2:19]3)[CH2:13]2)=[O:26])[cH:27][c:28]([C:31]([F:32])([F:33])[F:34])[cH:29][cH:30]1.